This data is from the Open Reaction Database (ORD), a public repository of structured organic reaction records. The task is: describe an organic reaction: reactants, conditions, products, and yield Reactants: Cl (hydrochloric acid), FC(C=1C=C(C=CC1)C=1OC=CC1)(F)F (2-(3-Trifluoromethylphenyl)-furan), C=O (paraformaldehyde), C(CCC)[Li] (n-butyl lithium). Run in O1CCCC1 (tetrahydrofuran). Reaction conditions: temperature -40 celsius, time 1 hour. The product is OCC=1OC(=CC1)C1=CC(=CC=C1)C(F)(F)F (2-hydroxymethyl-5-(3-trifluoromethylphenyl)-furan). Reaction SMILES: [F:1][C:2]([F:15])([F:14])[C:3]1[CH:4]=[C:5]([C:9]2[O:10][CH:11]=[CH:12][CH:13]=2)[CH:6]=[CH:7][CH:8]=1.C([Li])CCC.[CH2:21]=[O:22].Cl>O1CCCC1>[OH:22][CH2:21][C:11]1[O:10][C:9]([C:5]2[CH:6]=[CH:7][CH:8]=[C:3]([C:2]([F:1])([F:14])[F:15])[CH:4]=2)=[CH:13][CH:12]=1. Procedure details: 2-(3-Trifluoromethylphenyl)-furan (J. Chem. Soc. (C) 1968, 2737 and Acta Chem Scand. 24, 2379 (1970))(21.2 g; 0.1 mole) was stirred in tetrahydrofuran (100 ml), cooled to -40° C. and n-butyl lithium (0.1 mole, solution in hexane) was added dropwise. After stirring for 1 hour at -40° C., paraformaldehyde (3.3 g; 0.11 mole) was added gradually. The mixture was stirred at -40° C. for 30 minutes, then the temperature was allowed to rise. At 10° C. an exothermic reaction set in and the temperature gr... The reactants are COc1cc2ncc(C#N)c(Nc3cccc(Br)c3)c2cc1[N+](=O)[O-], CO, CCOC(C)=O, [Cl-], [Fe], [NH4+], O. Product: COc1cc2ncc(C#N)c(Nc3cccc(Br)c3)c2cc1N. RXN SMILES: [Br:1][c:2]1[cH:3][c:4]([NH:8][c:9]2[c:10]([C:24]#[N:25])[cH:11][n:12][c:13]3[cH:14][c:15]([O:22][CH3:23])[c:16]([N+:19]([O-:20])=[O:21])[cH:17][c:18]23)[cH:5][cH:6][cH:7]1.[CH3:28][OH:29].[CH3:31][CH2:32][O:33][C:34](=[O:35])[CH3:36].[Cl-:26].[Fe:37].[NH4+:27].[OH2:30]>>[Br:1][c:2]1[cH:3][c:4]([NH:8][c:9]2[c:10]([C:24]#[N:25])[cH:11][n:12][c:13]3[cH:14][c:15]([O:22][CH3:23])[c:16]([NH2:19])[cH:17][c:18]23)[cH:5][cH:6][cH:7]1. The reactants are Cc1ccccc1, CN=C=O, C=COCC. Yields the product CCOC1CC(=O)N1C. RXN SMILES: [CH3:10][c:11]1[cH:12][cH:13][cH:14][cH:15][cH:16]1.[CH3:1][N:2]=[C:3]=[O:4].[CH:5](=[CH2:6])[O:7][CH2:8][CH3:9]>>[CH3:1][N:2]1[C:3](=[O:4])[CH2:6][CH:5]1[O:7][CH2:8][CH3:9]. Reactants: FC=1C=C(C=C(C1)F)O (3,5-difluorophenol), BrBr (bromine). Run in C(=S)=S (carbon disulfide), C(C)OCC (diethyl ether), C(=S)=S (carbon disulfide). Reaction conditions: time 30 minute. Product: BrC1=C(C=C(C=C1F)F)O (2-bromo-3,5-difluorophenol). The yield is 59.8%. Reaction SMILES: [F:1][C:2]1[CH:3]=[C:4]([OH:9])[CH:5]=[C:6]([F:8])[CH:7]=1.[Br:10]Br>C(=S)=S.C(OCC)C>[Br:10][C:3]1[C:2]([F:1])=[CH:7][C:6]([F:8])=[CH:5][C:4]=1[OH:9]. Procedure: A solution of 2.6 gm (20 mMol) 3,5-difluorophenol in 20 mL carbon disulfide was cooled to 0° C. and then a solution of 1.02 mL (20 mMol) bromine in 10 mL carbon disulfide was added dropwise over 30 minutes. After stirring for an additional 30 minutes, the reaction mixture was warmed to room temperature and stirred for 1.5 hours. The reaction mixture was diluted with 200 mL diethyl ether and was washed sequentially with aqueous sodium metabisulfite and saturated aqueous sodium chloride. The organ... The reactants are C(=C)[Mg]Br (Vinylmagnesium bromide), CON(C(C(C)OCC=C)=O)C ((±)-N-Methoxy-N-methyl-2-(prop-2-en-1-yloxy)propanamide), Cl (Hydrochloric acid). The solvent is O1CCCC1 (tetrahydrofuran). Conditions: temperature -78 celsius, time 10 minute. Product: C(C=C)OC(C(C=C)=O)C ((±)-4-(prop-2-en-1-yloxy)pent-1-en-3-one). Reaction SMILES: CON(C)[C:4](=[O:11])[CH:5]([O:7][CH2:8][CH:9]=[CH2:10])[CH3:6].[CH:13]([Mg]Br)=[CH2:14].Cl>O1CCCC1>[CH2:8]([O:7][CH:5]([CH3:6])[C:4](=[O:11])[CH:13]=[CH2:14])[CH:9]=[CH2:10]. Reported procedure: (±)-N-Methoxy-N-methyl-2-(prop-2-en-1-yloxy)propanamide (1.26 g, 7.27 mmol) was dissolved in tetrahydrofuran (20 mL) and cooled to −78° C. Vinylmagnesium bromide (11.4 mL, 0.7 M solution in tetrahydrofuran, 8.00 mmol, 1.1 equiv) was added and the mixture was stirred at −78° C. for 10 minutes. Hydrochloric acid (5 mL, 4 M aqueous) was added, the mixture was warmed to ambient temperature and extracted with chloroform (2×30 mL). The combined organic extracts were dried with sodium sulfate, filtered... Starting materials: C(Cl)Cl (CH2Cl2), C(C)(C)(C)OC(NCCCN1N=CC2=CC(=CC=C12)N1C(C=C(C=C1)C1=CC=C(C=C1)C(F)(F)F)=O)=O (Tert-butyl-3-(5-(2-oxo-4-(4-(trifluoromethyl)phenyl)pyridin-1(2H)-yl)-1H-indazol-1-yl)propylcarbamate), C(Cl)Cl (CH2Cl2), C(=O)(C(F)(F)F)O (TFA). Reaction conditions: time 18 hour. Product: C(Cl)Cl.CO.[NH4+].[OH-] (CH2Cl2 MeOH NH4OH), NCCCN1N=CC2=CC(=CC=C12)N1C(C=C(C=C1)C1=CC=C(C=C1)C(F)(F)F)=O (1-(1-(3-Aminopropyl)-1H-indazol-5-yl)-4-(4-(trifluoromethyl)phenyl)pyridin-2(1H)-one). The yield is 29.0%. Reaction SMILES: [C:1]([O:5]C(=O)[NH:7][CH2:8][CH2:9][CH2:10][N:11]1[C:19]2[C:14](=[CH:15][C:16]([N:20]3[CH:25]=[CH:24][C:23]([C:26]4[CH:31]=[CH:30][C:29]([C:32]([F:35])([F:34])[F:33])=[CH:28][CH:27]=4)=[CH:22][C:21]3=[O:36])=[CH:17][CH:18]=2)[CH:13]=[N:12]1)(C)(C)C.C(O)(C(F)(F)F)=[O:39].[CH2:45]([Cl:47])[Cl:46]>>[CH2:45]([Cl:47])[Cl:46].[CH3:1][OH:5].[NH4+:7].[OH-:39].[NH2:7][CH2:8][CH2:9][CH2:10][N:11]1[C:19]2[C:14](=[CH:15][C:16]([N:20]3[CH:25]=[CH:24][C:23]([C:26]4[CH:27]=[CH:28][C:29]([C:32]([F:34])([F:35])[F:33])=[CH:30][CH:31]=4)=[CH:22][C:21]3=[O:36])=[CH:17][CH:18]=2)[CH:13]=[N:12]1 |f:3.4.5.6|. Procedure: To a solution of 1-(1H-indazol-5-yl)-4-(4-(trifluoromethyl)phenyl)pyridin-2(1H)-one (278 mg, 0.783 mmol) in DMSO (4.0 mL) was added 3-bromo-1-chloropropane (1.23 g, 7.83 mmol) and Cs2CO3 (765 mg, 2.35 mmol), and the reaction was stirred at ambient temperature for 18 h. The reaction was diluted with H2O (25 mL) and extracted with EtOAc (3×25 mL). The extracts were washed with brine (25 mL), dried over Na2SO4, and concentrated. Flash chromatography (silica gel, CH2Cl2/MeOH, 100:1) yielded 1-(1-(3-... Reactants: C(C(O)C1=CC=CC=C1)(=O)N (mandelic acid amide), C(C)N(C(C)C)C(C)C (N-ethyldiisopropylamine), C1(=CC=C(C=C1)S(=O)(=O)Cl)C (p-toluene sulfonic acid chloride). Solvent: ClCCl (dichloromethane). The product is CNC(=O)[C@H](C1=CC=CC=C1)OS(=O)(=O)C1=CC=C(C=C1)C ((S)-toluene-4-sulfonic acid methylcarbamoyl-phenyl-methyl ester). Reaction SMILES: [C:1]([NH2:11])(=[O:10])[CH:2]([C:4]1[CH:9]=[CH:8][CH:7]=[CH:6][CH:5]=1)[OH:3].[CH2:12](N(C(C)C)C(C)C)C.[C:21]1([CH3:31])[CH:26]=[CH:25][C:24]([S:27](Cl)(=[O:29])=[O:28])=[CH:23][CH:22]=1>ClCCl>[CH3:12][NH:11][C:1]([C@@H:2]([O:3][S:27]([C:24]1[CH:25]=[CH:26][C:21]([CH3:31])=[CH:22][CH:23]=1)(=[O:29])=[O:28])[C:4]1[CH:9]=[CH:8][CH:7]=[CH:6][CH:5]=1)=[O:10]. Procedure: To the solution of mandelic acid amide in dichloromethane is added N-ethyldiisopropylamine (1.1 equivalents) at RT. Subsequently p-toluene sulfonic acid chloride (1.0 equivalent) is added keeping the temperature below 25° C. The reaction mixture is stirred at RT until a satisfactory conversion is reached and then washed with saturated sodium bicarbonate solution and water. After a solvent switch to ethyl acetate the solution is concentrated, cooled to −2° C. and the precipitate filtered. The cry...